This data is from the Open Reaction Database (ORD), a public repository of structured organic reaction records. The task is: describe an organic reaction: reactants, conditions, products, and yield Starting materials: [OH-].[Na+] (sodium hydroxide), NC1=NC(=NC(=N1)Cl)O (2-amino-4-chloro-6-hydroxy-s-triazine), COC(CN)OC (aminoacetaldehyde dimethyl acetal). Run in O (water). Product: NC=1NC(N=C(N1)NCC(OC)OC)=O (2-Amino-4-(2,2-dimethoxyethylamino)-s-triazin-6-one). As a reaction SMILES: [NH2:1][C:2]1[N:7]=[C:6](Cl)[N:5]=[C:4]([OH:9])[N:3]=1.[OH-].[Na+].[CH3:12][O:13][CH:14]([O:17][CH3:18])[CH2:15][NH2:16]>O>[NH2:1][C:2]1[NH:3][C:4](=[O:9])[N:5]=[C:6]([NH:16][CH2:15][CH:14]([O:17][CH3:18])[O:13][CH3:12])[N:7]=1 |f:1.2|. Procedure details: A suspension of 2-amino-4-chloro-6-hydroxy-s-triazine (II) 15.0 g, 0.102 mol) in 250 mL of water was treated with sodium hydroxide (4.095 g, 0.102 mol), and the mixture was stirred to obtain a clear solution which was treated with aminoacetaldehyde dimethyl acetal (12.9 g, 0.12 mol). The mixture was heated under gentle reflux for 2.5 h. with stirring and then cooled to room temperature. The crystalline solid that separated was collected and washed with cold water (2×25 mL). Recrystallization fro... Starting materials: C=O, O=CO, COc1cc2c(c(Cl)c1OC)CCNCC2c1ccccc1, [Na+], [OH-]. The product is COc1cc2c(c(Cl)c1OC)CCN(C)CC2c1ccccc1. Reaction SMILES: [CH2:28]=[O:29].[CH:25]([OH:26])=[O:27].[Cl:1][c:2]1[c:3]([O:21][CH3:22])[c:4]([O:19][CH3:20])[cH:5][c:6]2[c:12]1[CH2:11][CH2:10][NH:9][CH2:8][CH:7]2[c:13]1[cH:14][cH:15][cH:16][cH:17][cH:18]1.[Na+:24].[OH-:23]>>[Cl:1][c:2]1[c:3]([O:21][CH3:22])[c:4]([O:19][CH3:20])[cH:5][c:6]2[c:12]1[CH2:11][CH2:10][N:9]([CH3:25])[CH2:8][CH:7]2[c:13]1[cH:14][cH:15][cH:16][cH:17][cH:18]1. Reactants: C1(CC1)C1=C(C(=NN1CC1=C(C=C(C=C1F)OCC)F)C1=NC=C(C(=N1)NC1=CC=NC=C1)OC)C (2-[5-cyclopropyl-1-(4-ethoxy-2,6-difluorobenzyl)-4-methyl-1H-pyrazol-3-yl]-5-methoxy-N-(pyridin-4-yl)pyrimidin-4-amine), C([O-])([O-])=O.[K+].[K+] (potassium carbonate), C1(=CC=CC=C1)S (benzenethiol), C([O-])([O-])=O.[K+].[K+] (potassium carbonate), C1(=CC=CC=C1)S (benzenethiol). Run in CN1C(CCC1)=O (1-methylpyrrolidin-2-one). Run at temperature 150 celsius, time 1 hour. Yields the product C1(CC1)C1=C(C(=NN1CC1=C(C=C(C=C1F)OCC)F)C1=NC=C(C(=N1)NC1=CC=NC=C1)O)C (2-[5-cyclopropyl-1-(4-ethoxy-2,6-difluorobenzyl)-4-methyl-1H-pyrazol-3-yl]-4-(pyridin-4-ylamino)pyrimidin-5-ol). As a reaction SMILES: [CH:1]1([C:4]2[N:8]([CH2:9][C:10]3[C:15]([F:16])=[CH:14][C:13]([O:17][CH2:18][CH3:19])=[CH:12][C:11]=3[F:20])[N:7]=[C:6]([C:21]3[N:26]=[C:25]([NH:27][C:28]4[CH:33]=[CH:32][N:31]=[CH:30][CH:29]=4)[C:24]([O:34]C)=[CH:23][N:22]=3)[C:5]=2[CH3:36])[CH2:3][CH2:2]1.C(=O)([O-])[O-].[K+].[K+].C1(S)C=CC=CC=1>CN1CCCC1=O>[CH:1]1([C:4]2[N:8]([CH2:9][C:10]3[C:11]([F:20])=[CH:12][C:13]([O:17][CH2:18][CH3:19])=[CH:14][C:15]=3[F:16])[N:7]=[C:6]([C:21]3[N:26]=[C:25]([NH:27][C:28]4[CH:29]=[CH:30][N:31]=[CH:32][CH:33]=4)[C:24]([OH:34])=[CH:23][N:22]=3)[C:5]=2[CH3:36])[CH2:3][CH2:2]1 |f:1.2.3|. Procedure details: 310 mg of 2-[5-cyclopropyl-1-(4-ethoxy-2,6-difluorobenzyl)-4-methyl-1H-pyrazol-3-yl]-5-methoxy-N-(pyridin-4-yl)pyrimidin-4-amine 2-1-12 (0.629 mmol, 1 eq.) were dissolved in 27.2 mL of dry 1-methylpyrrolidin-2-one. 348 mg of potassium carbonate (2.52 mmol, 4.0 eq.), molecular sieve and 97 μL benzenethiol (0.944 mmol, 1.5 eq.) were added. The mixture was stirred for 1 hour at 150° C. bath temperature. 348 mg of potassium carbonate (2.52 mmol, 4.0 eq.) and 97 μL benzenethiol (0.944 mmol, 1.5 eq.) ... The reactants are O=C([O-])O, CC1CCC(=O)c2ccccc21, CO, Cl, NO, [Na+]. Yields the product CC1CCC(=NO)c2ccccc21. RXN SMILES: [C:16](=[O:17])([OH:18])[O-:19].[CH3:1][CH:2]1[CH2:3][CH2:4][C:5](=[O:12])[c:6]2[cH:7][cH:8][cH:9][cH:10][c:11]21.[CH3:21][OH:22].[ClH:13].[NH2:14][OH:15].[Na+:20]>>[CH3:1][CH:2]1[CH2:3][CH2:4][C:5](=[N:14][OH:15])[c:6]2[cH:7][cH:8][cH:9][cH:10][c:11]21. Reaction SMILES: [C:1]1([N:7]2[C:11](=[O:12])[CH:10]=[C:9]([NH2:13])[NH:8]2)[CH:6]=[CH:5][CH:4]=[CH:3][CH:2]=1.[C:14](Cl)(=[O:18])[C:15]([CH3:17])=[CH2:16]>N1C=CC=CC=1>[C:1]1([N:7]2[C:11](=[O:12])[CH:10]=[C:9]([NH:13][C:14](=[O:18])[C:15]([CH3:17])=[CH2:16])[NH:8]2)[CH:2]=[CH:3][CH:4]=[CH:5][CH:6]=1. Run in N1=CC=CC=C1 (pyridine), N1=CC=CC=C1 (pyridine). The product is C1(=CC=CC=C1)N1NC(=CC1=O)NC(C(=C)C)=O (1-phenyl-3-methacrylamido-5-pyrazolone). Reported procedure: The 1-phenyl-3-methacrylamido-5-pyrazolone was prepared by acylation of 1-phenyl-3-amino-5-pyrazolone with an excess of methacrylyl chloride at 40° in pyridine by the following procedure. To a 500 mL three-necked flask fitted with a stirrer and thermometer there were added 35 g (0.2 mol) of 1-phenyl-3-amino-5-pyrazolone and 200 ml of dry pyridine. The mixture was stirred and the temperature held at 40° to 42°, and 42 g (0.4 mol) of methacrylyl chloride was added dropwise. After completion of the... Reaction conditions: time 8 hour. Reactants: C1(=CC=CC=C1)N1NC(=CC1=O)N (1-phenyl-3-amino-5-pyrazolone), C(C(=C)C)(=O)Cl (methacrylyl chloride), C1(=CC=CC=C1)N1NC(=CC1=O)N (1-phenyl-3-amino-5-pyrazolone), C(C(=C)C)(=O)Cl (methacrylyl chloride). The reactants are COC1=CC2=CC=C(C=C2C=C1)C(=C)C (2-methoxy-6-isopropenylnaphthalene), [Se](=O)=O (selenium dioxide). The solvent is C(Cl)Cl (methylene chloride). Product: COC=1C=C2C=CC(=CC2=CC1)C(CO)=C (2-(6-methoxy-2-naphthyl)prop-2-en-1-ol). As a reaction SMILES: [CH3:1][O:2][C:3]1[CH:12]=[CH:11][C:10]2[C:5](=[CH:6][CH:7]=[C:8]([C:13]([CH3:15])=[CH2:14])[CH:9]=2)[CH:4]=1.[Se](=O)=[O:17]>C(Cl)Cl>[CH3:1][O:2][C:3]1[CH:4]=[C:5]2[C:10](=[CH:11][CH:12]=1)[CH:9]=[C:8]([C:13](=[CH2:15])[CH2:14][OH:17])[CH:7]=[CH:6]2. Procedure details: A solution of 0.20 g 2-methoxy-6-isopropenylnaphthalene and 0.12 g selenium dioxide (SeO2) in 10 ml methylene chloride was heated at reflux for 22 hours. The cooled solution was then washed with 10 ml 20% (by weight) sodium hydroxide (NaOH) after adding 40 ml ethylene dichloride (EDC). The organic layer was dried over MgSO4, filtered, and concentrated to give an oil which was purified on a 2×17 cm silica (SiO2) column using a 5 to 1 by volume solution of heptane and ethyl acetate. The product co...